Dataset: the Open Reaction Database (ORD), a public repository of structured organic reaction records. Task: describe an organic reaction: reactants, conditions, products, and yield Starting materials: C(CCC)(=O)Cl (butyryl chloride), C[C@@H](CO)[C@H](C)OC1OCCCC1 ((2S,3S)-2-methyl-3-tetrahydropyranyloxybutanol), Cl (hydrochloric acid). Solvent: N1=CC=CC=C1 (pyridine). Conditions: time 30 minute. Product: C(CCC)(=O)OC[C@@H]([C@H](C)O)C ((2S 3S)-4-butyryloxy-3-methyl-2-butanol). Isolated yield 106.3%. Reaction SMILES: [CH3:1][C@H:2]([C@@H:5]([O:7][CH:8]1[CH2:13][CH2:12][CH2:11]C[O:9]1)C)[CH2:3][OH:4].[C:14](Cl)(=O)CCC.Cl>N1C=CC=CC=1>[C:8]([O:7][CH2:5][C@H:2]([CH3:1])[C@@H:3]([OH:4])[CH3:14])(=[O:9])[CH2:13][CH2:12][CH3:11]. Procedure details: 3.76 g (0.02 tool) of (2S,3S)-2-methyl-3-tetrahydropyranyloxybutanol was dissolved in 30 ml of pyridine. Thereto was dropwise added 2.56 g (0.024 mol) of butyryl chloride at room temperature. The mixture was stirred for 30 minutes at room temperature. 2 N hydrochloric acid was added to the reaction mixture. The mixture was extracted with ether. The ether layer was washed with water, dried over MgSO4 and concentrated under reduced pressure. The residue was subjected to purification by chromatogra... The reactants are CCOC(=O)c1ccn(-c2ccnc3ccccc23)c1C, Cl, [Li+], C1CCOC1, [OH-], O, O. The product is Cc1c(C(=O)O)ccn1-c1ccnc2ccccc12. As a reaction SMILES: [CH2:4]([CH3:5])[O:6][C:7](=[O:8])[c:9]1[c:10]([CH3:24])[n:11](-[c:14]2[cH:15][cH:16][n:17][c:18]3[cH:19][cH:20][cH:21][cH:22][c:23]23)[cH:12][cH:13]1.[ClH:25].[Li+:3].[O:26]1[CH2:27][CH2:28][CH2:29][CH2:30]1.[OH-:2].[OH2:1].[OH2:31]>>[O:6]=[C:7]([OH:8])[c:9]1[c:10]([CH3:24])[n:11](-[c:14]2[cH:15][cH:16][n:17][c:18]3[cH:19][cH:20][cH:21][cH:22][c:23]23)[cH:12][cH:13]1. Starting materials: COC(=O)c1ccc(Cc2cn(C)c3ccc(C=C(C)C(=O)O)cc23)c(OC)c1, C1CCOC1. Yields the product COC(=O)c1ccc(Cc2cn(C)c3ccc(CC(C)C(=O)O)cc23)c(OC)c1. RXN SMILES: [C:1](=[O:2])([OH:3])[C:4](=[CH:5][c:6]1[cH:7][c:8]2[c:9]([CH2:16][c:17]3[c:18]([O:27][CH3:28])[cH:19][c:20]([C:21](=[O:22])[O:23][CH3:24])[cH:25][cH:26]3)[cH:10][n:11]([CH3:15])[c:12]2[cH:13][cH:14]1)[CH3:29].[O:30]1[CH2:31][CH2:32][CH2:33][CH2:34]1>>[C:1](=[O:2])([OH:3])[CH:4]([CH2:5][c:6]1[cH:7][c:8]2[c:9]([CH2:16][c:17]3[c:18]([O:27][CH3:28])[cH:19][c:20]([C:21](=[O:22])[O:23][CH3:24])[cH:25][cH:26]3)[cH:10][n:11]([CH3:15])[c:12]2[cH:13][cH:14]1)[CH3:29]. Starting materials: N1=CC=C(C=C1)C1=CC=C(C2=CC=CC=C12)N (4-(Pyridin-4-yl)naphth-1-ylamine), NC=1C=C2C(=CNC2=CC1)C1CCN(CC1)C (5-Amino-3-(1-methylpiperidin-4-yl)-1H-indole), ClC(Cl)(OC(OC(Cl)(Cl)Cl)=O)Cl (triphosgene). Run in C(C)N(CC)CC (triethylamine). Product: CN1CCC(CC1)C1=CNC2=CC=C(C=C12)NC(=O)NC1=CC(=C(C=C1)C1=CC=NC=C1)C (N-[3-(1-Methylpiperidin-4-yl)indol-5-yl]-N′-[3-methyl-4-(pyridin-4-yl)phenyl]-urea), powder. RXN SMILES: [N:1]1[CH:6]=[CH:5][C:4]([C:7]2[C:16]3[C:11](=CC=C[CH:15]=3)[C:10]([NH2:17])=[CH:9][CH:8]=2)=[CH:3][CH:2]=1.[NH2:18][C:19]1[CH:20]=[C:21]2[C:25](=[CH:26][CH:27]=1)[NH:24][CH:23]=[C:22]2[CH:28]1[CH2:33][CH2:32][N:31]([CH3:34])[CH2:30][CH2:29]1.Cl[C:36](Cl)([O:38]C(=O)OC(Cl)(Cl)Cl)Cl>C(N(CC)CC)C>[CH3:34][N:31]1[CH2:32][CH2:33][CH:28]([C:22]2[C:21]3[C:25](=[CH:26][CH:27]=[C:19]([NH:18][C:36]([NH:17][C:10]4[CH:9]=[CH:8][C:7]([C:4]5[CH:3]=[CH:2][N:1]=[CH:6][CH:5]=5)=[C:16]([CH3:15])[CH:11]=4)=[O:38])[CH:20]=3)[NH:24][CH:23]=2)[CH2:29][CH2:30]1. Procedure: The title compound was prepared in a similar manner to Example 1 from 3-methyl-4-(pyridin-4-yl)aniline (prepared as for D3 from 4-bromo-3-methylaniline) (0.17 g, 0.9 mmole), 5-amino-3-(1-methylpiperdin-4-yl)-1H-indole (D2, 0.17 g, 0.75 mmole), triphosgene (0.10 g, 0.35 mmole) and triethylamine (0.07 ml). This was obtained as a buff powder (0.11 g). The reactants are ice water, FC1=CC=C2C=C(C(=NC2=C1F)C)O (7,8-difluoro-3-hydroxy-2-methylquinoline), CC(=O)C1=C(C=CC=C1F)F (2,6-difluoroacetophenone), C([O-])([O-])=O.[K+].[K+] (potassium carbonate), Cl (hydrochloric acid). The solvent is CN(C=O)C (dimethylformamide). Run at temperature 100 celsius, time 4 hour. Product: FC1=C(C(=CC=C1)OC=1C(=NC2=C(C(=CC=C2C1)F)F)C)C(C)=O (1-[2-fluoro-6-(7,8-difluoro-2-methylquinolin-3-yloxy)-phenyl]-ethanone). Isolated yield 38.1%. RXN SMILES: [F:1][C:2]1[C:11]([F:12])=[C:10]2[C:5]([CH:6]=[C:7]([OH:14])[C:8]([CH3:13])=[N:9]2)=[CH:4][CH:3]=1.[CH3:15][C:16]([C:18]1[C:23]([F:24])=[CH:22][CH:21]=[CH:20][C:19]=1F)=[O:17].C(=O)([O-])[O-].[K+].[K+].Cl>CN(C)C=O>[F:24][C:23]1[CH:22]=[CH:21][CH:20]=[C:19]([O:14][C:7]2[C:8]([CH3:13])=[N:9][C:10]3[C:5]([CH:6]=2)=[CH:4][CH:3]=[C:2]([F:1])[C:11]=3[F:12])[C:18]=1[C:16](=[O:17])[CH3:15] |f:2.3.4|. Procedure details: 26.3 g of 7,8-difluoro-3-hydroxy-2-methylquinoline was dissolved in 200 mL of dimethylformamide. 27.2 g of 2,6-difluoroacetophenone and 24.0 g of potassium carbonate were added to the solution and the mixture was stirred for 4 hours at 100° C. After the thus obtained reaction solution was poured into ice water, and neutralized with dilute hydrochloric acid, the liquid was separated with ethyl acetate. The organic layer was concentrated and purified by silica gel column chromatography to obtain 1... Starting materials: C(CCCCC)C=1C(CCC1)=O (2-n-hexyl-2-cyclopentenone), [OH-].C(C1=CC=CC=C1)[N+](C)(C)C (benzyltrimethylammonium hydroxide), [N+](=O)([O-])C (nitromethane), methanolic solution. Solvent: O1CCOCC1 (dioxane). Yields the product C(CCCCC)C1C(CCC1C[N+](=O)[O-])=O (2-n-hexyl-3-nitromethylcyclopentanone). RXN SMILES: [CH2:1]([C:7]1[C:8](=[O:12])[CH2:9][CH2:10][CH:11]=1)[CH2:2][CH2:3][CH2:4][CH2:5][CH3:6].[N+:13]([CH3:16])([O-:15])=[O:14].[OH-].C([N+](C)(C)C)C1C=CC=CC=1>O1CCOCC1>[CH2:1]([CH:7]1[CH:11]([CH2:16][N+:13]([O-:15])=[O:14])[CH2:10][CH2:9][C:8]1=[O:12])[CH2:2][CH2:3][CH2:4][CH2:5][CH3:6] |f:2.3|. Procedure: In a 2-L flask fitted with a reflux condenser, is placed 332 g of 2-n-hexyl-2-cyclopentenone, 183 g of nitromethane, 30 ml of 40% methanolic solution of benzyltrimethylammonium hydroxide (Triton B) and 200 ml of dry dioxane. The reaction mixture is refluxed for 23 hours. The solvent is distilled off under a reduced pressure and the residue is dissolved in 1 L of ether. The ether solution is washed successively with dilute hydrochloric acid, water and sodium bicarbonate solution and dried over an... The reactants are CC(C(=O)NCc1cc(F)cc(F)c1)C(=O)NC(Cc1c[nH]c2ccccc12)C(=O)OC(C)(C)C, ClCCl, O=C(O)C(F)(F)F. Product: CC(C(=O)NCc1cc(F)cc(F)c1)C(=O)NC(Cc1c[nH]c2ccccc12)C(=O)O. RXN SMILES: [C:1]([CH3:2])([CH3:3])([CH3:4])[O:5][C:6]([CH:7]([CH2:8][c:9]1[cH:10][nH:11][c:12]2[cH:13][cH:14][cH:15][cH:16][c:17]12)[NH:18][C:19]([CH:20]([CH3:21])[C:22]([NH:23][CH2:24][c:25]1[cH:26][c:27]([F:32])[cH:28][c:29]([F:31])[cH:30]1)=[O:33])=[O:34])=[O:35].[Cl:43][CH2:44][Cl:45].[OH:36][C:37]([C:38]([F:39])([F:40])[F:41])=[O:42]>>[O:5]=[C:6]([CH:7]([CH2:8][c:9]1[cH:10][nH:11][c:12]2[cH:13][cH:14][cH:15][cH:16][c:17]12)[NH:18][C:19]([CH:20]([CH3:21])[C:22]([NH:23][CH2:24][c:25]1[cH:26][c:27]([F:32])[cH:28][c:29]([F:31])[cH:30]1)=[O:33])=[O:34])[OH:35]. Starting materials: NCCC#N (3-aminopropionitrile), NC1=C(C=CC=C1)S (2-aminothiophenol). The solvent is CCO (EtOH). The product is S1C(=NC2=C1C=CC=C2)CCN (2-Benzothiazol-2-yl-ethylamine). Reaction SMILES: [NH2:1][CH2:2][CH2:3][C:4]#[N:5].N[C:7]1[CH:12]=[CH:11][CH:10]=[CH:9][C:8]=1[SH:13]>CCO>[S:13]1[C:8]2[CH:9]=[CH:10][CH:11]=[CH:12][C:7]=2[N:5]=[C:4]1[CH2:3][CH2:2][NH2:1]. Procedure: A solution of 50 mg of 3-aminopropionitrile and 596 mg of 2-aminothiophenol in EtOH (15 mL) was heated at reflux for six hrs. After cooling the solution to room temperature, the reaction was concentrated and the residue was purified by silica gel chromatography to afford the title compound as a red oil. MS (M+H)+=179.1. The reactants are C[C@@H]1CC[C@H]2[C@H]([C@H](O[C@H]3[C@@]24[C@H]1CCC(O3)(OO4)C)O)C (Dihydroartemisinin), sulphonic acid, C(C)OC(OCC)OCC (triethylorthoformate), O (water). Solvent: C(C)O (ethanol). Reaction conditions: temperature 40 celsius, time 15 minute. Yields the product CCO[C@@H]1[C@@H]([C@@H]2CC[C@H]([C@H]3[C@]24[C@H](O1)OC(CC3)(OO4)C)C)C (arteether). RXN SMILES: [CH3:1][C@H:2]1[C@@H:11]2[CH2:12][CH2:13][C:14]3([CH3:18])[O:16][O:17][C@:10]42[C@H:5]([C@@H:6]([CH3:20])[C@@H:7]([OH:19])[O:8][C@@H:9]4[O:15]3)[CH2:4][CH2:3]1.[CH2:21](OC(OCC)OCC)[CH3:22].O>C(O)C>[CH3:21][CH2:22][O:19][C@H:7]1[O:8][C@@H:9]2[O:15][C:14]3([CH3:18])[O:16][O:17][C@@:10]42[C@@H:5]([CH2:4][CH2:3][C@@H:2]([CH3:1])[C@@H:11]4[CH2:12][CH2:13]3)[C@H:6]1[CH3:20]. Procedure: Dihydroartemisinin (50 mg) was dissolved in dry ethanol (3 ml) In the reaction mixture ptoluene sulphonic acid (25 mg) and triethylorthoformate (2 ml) was added. After addition reaction mixture was stirred at 40° C. for 15 min. at oil bath. After cooling, 50 ml water was added in the reaction mixture. The reaction product was extracted with dichloromethane (30 ml×3). Total solvent obtained was dried over anhydrous sodium sulphate and evaporate the solvent under reduced pressure at 45° C. The yie... Reactants: CC1=CC2=C(NC(N2)=O)C=C1 (5-Methyl-1,3-dihydro-2H-benzimidazol-2-one), P(=O)(Cl)(Cl)Cl (phosphorus oxychloride). Run at time 15 hour. The product is ClC1=NC2=C(N1)C=C(C=C2)C (2-chloro-6-methyl-1H-benzimidazole). Reaction SMILES: [CH3:1][C:2]1[CH:11]=[CH:10][C:5]2[NH:6][C:7](=O)[NH:8][C:4]=2[CH:3]=1.P(Cl)(Cl)([Cl:14])=O>>[Cl:14][C:7]1[NH:8][C:4]2[CH:3]=[C:2]([CH3:1])[CH:11]=[CH:10][C:5]=2[N:6]=1. Procedure: 5-Methyl-1,3-dihydro-2H-benzimidazol-2-one (13.1 g, 88.5 mmol) and phosphorus oxychloride (130 ml, freshly distillated) was charged into three-neck round-bottom flask. The mixture was heated up to boiling point till homogeneous solution was formed. After that the dried hydrogen chloride was bubbled through inlet gas-pipe into the reaction mixture. The mixture was boiled for 15 hours. Excess of phosphorus oxychloride was distillated in vacuo. Mixture of ice and water (250 ml) was added to residue...